From a dataset of the Open Reaction Database (ORD), a public repository of structured organic reaction records. describe an organic reaction: reactants, conditions, products, and yield Reactants: BrC1=CC=C2C=C(N=CC2=N1)O (7-bromo-3-hydroxy-8-azaisoquinoline), BrCC1=CC=C(C(=O)OC)C=C1 (methyl 4-(bromomethyl)benzoate), C([O-])([O-])=O.[Cs+].[Cs+] (cesium carbonate). Solvent: CN(C=O)C (dimethylformamide). Product: COC(C1=CC=C(C=C1)CN1C=C2N=C(C=CC2=CC1=O)Br)=O (4-(7-bromo-3-oxo-2H-8-azaisoquinolin-2-ylmethyl)benzoic acid methyl ester). Reaction SMILES: [Br:1][C:2]1[N:11]=[C:10]2[C:5]([CH:6]=[C:7]([OH:12])[N:8]=[CH:9]2)=[CH:4][CH:3]=1.Br[CH2:14][C:15]1[CH:24]=[CH:23][C:18]([C:19]([O:21][CH3:22])=[O:20])=[CH:17][CH:16]=1.C(=O)([O-])[O-].[Cs+].[Cs+]>CN(C)C=O>[CH3:22][O:21][C:19](=[O:20])[C:18]1[CH:23]=[CH:24][C:15]([CH2:14][N:8]2[C:7](=[O:12])[CH:6]=[C:5]3[C:10]([N:11]=[C:2]([Br:1])[CH:3]=[CH:4]3)=[CH:9]2)=[CH:16][CH:17]=1 |f:2.3.4|. Procedure details: The alkylation of 7-bromo-3-hydroxy-8-azaisoquinoline (1.00 g, 4.46 mmol) using methyl 4-(bromomethyl)benzoate (1.53 g, 6.69 mmol) and cesium carbonate (2.18 g, 6.69 mmol) in dimethylformamide is carried out as previously described in Example 1, Step (1). The solid is crystallized from hexanes/ethyl acetate 2:1, the white crystals collected by filtration and dried to give the desired product. Starting materials: CCOCC, CN(C)c1ccncc1, CCN(C(C)C)C(C)C, ClCCl, CN(C)C=O, OCc1ccccc1, O=C(O)c1ccc(F)cc1. Yields the product O=C(OCc1ccccc1)c1ccc(F)cc1. RXN SMILES: [CH3:33][CH2:34][O:35][CH2:36][CH3:37].[CH3:38][N:39]([c:40]1[cH:41][cH:42][n:43][cH:44][cH:45]1)[CH3:46].[CH:24]([N:25]([CH:26]([CH3:27])[CH3:28])[CH2:29][CH3:30])([CH3:31])[CH3:32].[Cl:47][CH2:48][Cl:49].[O:11]=[CH:12][N:13]([CH3:14])[CH3:15].[OH:16][CH2:17][c:18]1[cH:19][cH:20][cH:21][cH:22][cH:23]1.[OH:1][C:2](=[O:3])[c:4]1[cH:5][cH:6][c:7]([F:8])[cH:9][cH:10]1>>[O:1]=[C:2]([O:3][CH2:17][c:18]1[cH:19][cH:20][cH:21][cH:22][cH:23]1)[c:4]1[cH:5][cH:6][c:7]([F:8])[cH:9][cH:10]1. Starting materials: CC1CCN(c2ccc([N+](=O)[O-])c(N)c2)CC1, CCO, [H][H]. The product is CC1CCN(c2ccc(N)c(N)c2)CC1. RXN SMILES: [CH3:1][CH:2]1[CH2:3][CH2:4][N:5]([c:8]2[cH:9][cH:10][c:11]([N+:15]([O-:16])=[O:17])[c:12]([NH2:13])[cH:14]2)[CH2:6][CH2:7]1.[CH3:20][CH2:21][OH:22].[H:18][H:19]>>[CH3:1][CH:2]1[CH2:3][CH2:4][N:5]([c:8]2[cH:9][cH:10][c:11]([NH2:15])[c:12]([NH2:13])[cH:14]2)[CH2:6][CH2:7]1. Starting materials: C1(CC1)C1=CN=CC(=N1)C=1C=C2C(=NN(C2=CC1)C1OCCCC1)C1=CN=CC(=N1)N[C@H]1CN(CCC1)C(=O)OC(C)(C)C ((3R)-tert-butyl 3-(6-(5-(6-cyclopropylpyrazin-2-yl)-1-(tetrahydro-2H-pyran-2-yl)-1H-indazol-3-yl)pyrazin-2-ylamino)piperidine-1-carboxylate), Cl (HCl). Run in CO (MeOH). Yields the product C1(CC1)C1=CN=CC(=N1)C=1C=C2C(=NNC2=CC1)C1=CN=CC(=N1)N[C@H]1CNCCC1 (6-(5-(6-cyclopropyl-2-pyrazinyl)-1H-indazol-3-yl)-N-((3R)-3-piperidinyl)-2-pyrazinamine). Isolated yield 46.7%. RXN SMILES: [CH:1]1([C:4]2[N:9]=[C:8]([C:10]3[CH:11]=[C:12]4[C:16](=[CH:17][CH:18]=3)[N:15](C3CCCCO3)[N:14]=[C:13]4[C:25]3[N:30]=[C:29]([NH:31][C@@H:32]4[CH2:37][CH2:36][CH2:35][N:34](C(OC(C)(C)C)=O)[CH2:33]4)[CH:28]=[N:27][CH:26]=3)[CH:7]=[N:6][CH:5]=2)[CH2:3][CH2:2]1.Cl>CO>[CH:1]1([C:4]2[N:9]=[C:8]([C:10]3[CH:11]=[C:12]4[C:16](=[CH:17][CH:18]=3)[NH:15][N:14]=[C:13]4[C:25]3[N:30]=[C:29]([NH:31][C@@H:32]4[CH2:37][CH2:36][CH2:35][NH:34][CH2:33]4)[CH:28]=[N:27][CH:26]=3)[CH:7]=[N:6][CH:5]=2)[CH2:3][CH2:2]1. Procedure details: A solution of (3R)-tert-butyl 3-(6-(5-(6-cyclopropylpyrazin-2-yl)-1-(tetrahydro-2H-pyran-2-yl)-1H-indazol-3-yl)pyrazin-2-ylamino)piperidine-1-carboxylate (179 mg, 0.30 mmol) and HCl (5-6 M in IPA, 6.00 mL, 30.0 mmol) in 4 mL of MeOH was heated at 80° C. for 90 min. The crude reaction was cooled to RT and concentrated to a yellow solid that was slurried with a 1\1 mixture of DCM\MeOH (12 mL) and applied to a pre-washed (45 mL MeOH) of Si-propylsulfonic acid (12 g, Silicycle, Cat# R51230B). The co... The reactants are C(CCCCCCC\C=C/CCCCCCCC)(=O)O (oleic acid), C(C(=O)O)NCP(=O)(O)O (glyphosate). The product is glucosinolate, CC/C=C\C/C=C\C/C=C\CCCCCCCC(=O)O (linolenic acid), C(CCCCCCC\C=C/CCCCCCCC)(=O)O (oleic acid). RXN SMILES: C(NCP(O)(O)=O)C(O)=O.[C:11]([OH:30])(=[O:29])[CH2:12][CH2:13][CH2:14][CH2:15][CH2:16][CH2:17][CH2:18]/[CH:19]=[CH:20]\[CH2:21][CH2:22][CH2:23][CH2:24][CH2:25][CH2:26][CH2:27][CH3:28]>>[CH3:28][CH2:27]/[CH:26]=[CH:25]\[CH2:24]/[CH:23]=[CH:22]\[CH2:21]/[CH:20]=[CH:19]\[CH2:18][CH2:17][CH2:16][CH2:15][CH2:14][CH2:13][CH2:12][C:11]([OH:30])=[O:29].[C:11]([OH:30])(=[O:29])[CH2:12][CH2:13][CH2:14][CH2:15][CH2:16][CH2:17][CH2:18]/[CH:19]=[CH:20]\[CH2:21][CH2:22][CH2:23][CH2:24][CH2:25][CH2:26][CH2:27][CH3:28]. Procedure details: In another aspect, the present invention comprises a canola cultivar comprising glyphosate resistance and oleic acid content of greater than 70%. Preferably the canola cultivar further comprises protein value of greater than 45%, high yield (i.e., similar or superior to WCC/RRc check (46A65 and Q2)), glucosinolate value of less than 12%, less than 3% linolenic acid and oleic acid content of greater than 70%. More preferably, the canola cultivar further comprises blackleg (Leptosphaeria maculans)... The reactants are C(C)OC([C@H](CC1=CC=C(C=C1)OCCBr)OC)=O ((2S)-3-[4-(2-bromo-ethoxy)-phenyl]-2-methoxy-propionic acid ethyl ester), CC=1SC2=C(N1)C=C(C=C2)O (2-methyl-benzothiazol-5-ol), CO[C@H](C(=O)O)CC1=CC=C(C=C1)OCCCOC1=CC=CC=C1 ((2S)-2-methoxy-3-[4-(3-phenoxy-propoxy)-phenyl]-propionic acid). The product is CO[C@H](C(=O)O)CC1=CC=C(C=C1)OCCOC=1C=CC2=C(N=C(S2)C)C1 ((2S)-2-methoxy-3-{4-[2-(2-methyl-benzothiazol-5-yloxy)-ethoxy]-phenyl}-propionic acid). As a reaction SMILES: C([O:3][C:4](=[O:19])[C@@H:5]([O:17][CH3:18])[CH2:6][C:7]1[CH:12]=[CH:11][C:10]([O:13][CH2:14][CH2:15]Br)=[CH:9][CH:8]=1)C.[CH3:20][C:21]1[S:22][C:23]2[CH:29]=[CH:28][C:27]([OH:30])=[CH:26][C:24]=2[N:25]=1.CO[C@@H](CC1C=CC(OCCCOC2C=CC=CC=2)=CC=1)C(O)=O>>[CH3:18][O:17][C@@H:5]([CH2:6][C:7]1[CH:8]=[CH:9][C:10]([O:13][CH2:14][CH2:15][O:30][C:27]2[CH:28]=[CH:29][C:23]3[S:22][C:21]([CH3:20])=[N:25][C:24]=3[CH:26]=2)=[CH:11][CH:12]=1)[C:4]([OH:3])=[O:19]. Reported procedure: The title compound was prepared from (2S)-3-[4-(2-bromo-ethoxy)-phenyl]-2-methoxy-propionic acid ethyl ester (Example 283, Step 2) and 2-methyl-benzothiazol-5-ol via the same procedure used for the preparation of (2S)-2-methoxy-3-[4-(3-phenoxy-propoxy)-phenyl]-propionic acid (Example 285, Step 1), to produce a yellow oil. The reactants are CCOC(=O)C1(NC(=O)c2cccc(C)c2OCC2CC2)Cc2ccccc2C1, CCO, [K+], [OH-], O. Yields the product Cc1cccc(C(=O)NC2(C(=O)O)Cc3ccccc3C2)c1OCC1CC1. Reaction SMILES: [CH2:1]([CH3:2])[O:3][C:4](=[O:5])[C:6]1([NH:15][C:16]([c:17]2[c:18]([O:24][CH2:25][CH:26]3[CH2:27][CH2:28]3)[c:19]([CH3:23])[cH:20][cH:21][cH:22]2)=[O:29])[CH2:7][c:8]2[cH:9][cH:10][cH:11][cH:12][c:13]2[CH2:14]1.[CH3:33][CH2:34][OH:35].[K+:31].[OH-:30].[OH2:32]>>[O:3]=[C:4]([OH:5])[C:6]1([NH:15][C:16]([c:17]2[c:18]([O:24][CH2:25][CH:26]3[CH2:27][CH2:28]3)[c:19]([CH3:23])[cH:20][cH:21][cH:22]2)=[O:29])[CH2:7][c:8]2[cH:9][cH:10][cH:11][cH:12][c:13]2[CH2:14]1.